This data is from the Open Reaction Database (ORD), a public repository of structured organic reaction records. The task is: describe an organic reaction: reactants, conditions, products, and yield Reactants: O=C1CC(CC2=C1C(=CO2)C(=O)OCC)C (ethyl 4-oxo-6-methyl-4,5,6,7-tetrahydrobenzofuran-3-carboxylate), C(C)(=O)[O-].[NH4+] (ammonium acetate). Run in CN(C)C=O (N,N,-dimethylformamide). Reaction conditions: temperature 100 celsius. Yields the product O=C1C=2C(=CNC2CC(C1)C)C(=O)OCC (ethyl 4-oxo-6-methyl-4,5,6,7-tetrahydro-1H-indole-3-carboxylate). Isolated yield 37.8%. As a reaction SMILES: [O:1]=[C:2]1[C:7]2[C:8]([C:11]([O:13][CH2:14][CH3:15])=[O:12])=[CH:9]O[C:6]=2[CH2:5][CH:4]([CH3:16])[CH2:3]1.C([O-])(=O)C.[NH4+:21]>CN(C=O)C>[O:1]=[C:2]1[CH2:3][CH:4]([CH3:16])[CH2:5][C:6]2[NH:21][CH:9]=[C:8]([C:11]([O:13][CH2:14][CH3:15])=[O:12])[C:7]1=2 |f:1.2|. Procedure details: A stirred mixture of ethyl 4-oxo-6-methyl-4,5,6,7-tetrahydrobenzofuran-3-carboxylate (15.7 g, 71 mmol) and ammonium acetate (9.54 g, 124 mmol) in N,N,-dimethylformamide (75 mL) was heated at 100° C. for 2 hours. The reaction mixture was concentrated in vacuo, ice water was added, and the precipitate collected, rinsed with water then diethyl ether and dried to give ethyl 4-oxo-6-methyl-4,5,6,7-tetrahydro-1H-indole-3-carboxylate (5.94 g). To this ester was added aqueous 5N sodium hydroxide (50 mL)...